This data is from the Open Reaction Database (ORD), a public repository of structured organic reaction records. The task is: describe an organic reaction: reactants, conditions, products, and yield The reactants are NC=1SC2=C(N1)C(=CC=C2)Br (2-amino-4-bromo-1,3-benzothiazole), C(#N)[Cu] (CuCN). Run in CN(C)C=O (DMF). The product is NC=1SC=2C(N1)=C(C=CC2)C#N (2-Amino-1,3-benzothiazole-4-carbonitrile). Reaction SMILES: [NH2:1][C:2]1[S:3][C:4]2[CH:10]=[CH:9][CH:8]=[C:7](Br)[C:5]=2[N:6]=1.[C:12]([Cu])#[N:13]>CN(C=O)C>[NH2:1][C:2]1[S:3][C:4]2[C:5](=[C:7]([C:12]#[N:13])[CH:8]=[CH:9][CH:10]=2)[N:6]=1. Procedure details: The title compound was prepared from 2-amino-4-bromo-1,3-benzothiazole by heating with CuCN (1.0 eq.) in DMF at 160° C. for 12 h. The reactants are BrCc1ccccc1, O=c1[nH]c(=O)n(C2CC(O)C(COC(c3ccccc3)(c3ccccc3)c3ccccc3)O2)cc1F, [K+], C1COCCO1, [OH-], O. The product is O=c1[nH]c(=O)n(C2CC(OCc3ccccc3)C(COC(c3ccccc3)(c3ccccc3)c3ccccc3)O2)cc1F. As a reaction SMILES: [Br:37][CH2:38][c:39]1[cH:40][cH:41][cH:42][cH:43][cH:44]1.[C:1]([c:2]1[cH:3][cH:4][cH:5][cH:6][cH:7]1)([c:8]1[cH:9][cH:10][cH:11][cH:12][cH:13]1)([c:14]1[cH:15][cH:16][cH:17][cH:18][cH:19]1)[O:20][CH2:21][CH:22]1[CH:23]([OH:36])[CH2:24][CH:25]([n:27]2[c:28](=[O:29])[nH:30][c:31](=[O:32])[c:33]([F:35])[cH:34]2)[O:26]1.[K+:46].[O:48]1[CH2:49][CH2:50][O:51][CH2:52][CH2:53]1.[OH-:45].[OH2:47]>>[C:1]([c:2]1[cH:3][cH:4][cH:5][cH:6][cH:7]1)([c:8]1[cH:9][cH:10][cH:11][cH:12][cH:13]1)([c:14]1[cH:15][cH:16][cH:17][cH:18][cH:19]1)[O:20][CH2:21][CH:22]1[CH:23]([O:36][CH2:38][c:39]2[cH:40][cH:41][cH:42][cH:43][cH:44]2)[CH2:24][CH:25]([n:27]2[c:28](=[O:29])[nH:30][c:31](=[O:32])[c:33]([F:35])[cH:34]2)[O:26]1. Starting materials: N1(CCOCC1)CCOC=1C=C2C=C(NC2=CC1)CO ([5-(2-morpholin-4-yl-ethoxy)-1H-indol-2-yl]-methanol). Reagents/catalysts: [O-2].[Mn+4].[O-2] (Manganese (IV) oxide). Run in ClCCl (dichloromethane). Conditions: time 16 hour. Yields the product N1(CCOCC1)CCOC=1C=C2C=C(NC2=CC1)C=O (5-(2-morpholin-4-yl-ethoxy)-1H-indole-2-carbaldehyde). Isolated yield 25.9%. Reaction SMILES: [N:1]1([CH2:7][CH2:8][O:9][C:10]2[CH:11]=[C:12]3[C:16](=[CH:17][CH:18]=2)[NH:15][C:14]([CH2:19][OH:20])=[CH:13]3)[CH2:6][CH2:5][O:4][CH2:3][CH2:2]1>ClCCl.[O-2].[Mn+4].[O-2]>[N:1]1([CH2:7][CH2:8][O:9][C:10]2[CH:11]=[C:12]3[C:16](=[CH:17][CH:18]=2)[NH:15][C:14]([CH:19]=[O:20])=[CH:13]3)[CH2:6][CH2:5][O:4][CH2:3][CH2:2]1 |f:2.3.4|. Procedure: Manganese (IV) oxide (3.2 g, 36 mmol) was added to [5-(2-morpholin-4-yl-ethoxy)-1H-indol-2-yl]-methanol (0.7 g) in dichloromethane (150 mL). The mixture was stirred at room temperature for 16 hours. The precipitate was filtered off and the filtrate was concentrated. The residue was recrystallized from ethyl acetate and hexane to give 0.18 g of 5-(2-morpholin-4-yl-ethoxy)-1H-indole-2-carbaldehyde. The reactants are CC1=C(C=C(C=C1)N)\C=C\C=1SC=C(N1)C(C)C ((E)-4-methyl-3-[2-[4-(1-methylethyl)-2-thiazolyl]ethenyl]benzenamine), C1(CC=2C(C(=O)O1)=CC=CC2)=O (homophthalic anhydride), C1(=CC=CC=C1)C (toluene). Yields the product CC1=C(C=C(C=C1)NC(CC1=C(C(=O)O)C=CC=C1)=O)\C=C\C=1SC=C(N1)C(C)C ((E)-2-[2-[4-methyl-3-[2-[4-(1-methylethyl)-2-thiazolyl]ethenyl]phenylamino]-2-oxoethyl]benzoic acid). Isolated yield 61.4%. Procedure details: A mixture of 0.5 g of (E)-4-methyl-3-[2-[4-(1-methylethyl)-2-thiazolyl]ethenyl]benzenamine, 0.5 g of homophthalic anhydride and 35 ml of toluene was heated to reflux for 1 hr. After cooling and dilution with hexane, 0.5 g of (E)-2-[2-[4-methyl-3-[2-[4-(1-methylethyl)-2-thiazolyl]ethenyl]phenylamino]-2-oxoethyl]benzoic acid was isolated by filtration; m.p. 181°-183° C. As a reaction SMILES: [CH3:1][C:2]1[CH:7]=[CH:6][C:5]([NH2:8])=[CH:4][C:3]=1/[CH:9]=[CH:10]/[C:11]1[S:12][CH:13]=[C:14]([CH:16]([CH3:18])[CH3:17])[N:15]=1.[C:19]1(=[O:30])[O:25][C:23](=[O:24])[C:22]2=[CH:26][CH:27]=[CH:28][CH:29]=[C:21]2[CH2:20]1.C1(C)C=CC=CC=1>CCCCCC>[CH3:1][C:2]1[CH:7]=[CH:6][C:5]([NH:8][C:19](=[O:30])[CH2:20][C:21]2[CH:29]=[CH:28][CH:27]=[CH:26][C:22]=2[C:23]([OH:25])=[O:24])=[CH:4][C:3]=1/[CH:9]=[CH:10]/[C:11]1[S:12][CH:13]=[C:14]([CH:16]([CH3:18])[CH3:17])[N:15]=1. Run in CCCCCC (hexane). Starting materials: ClC1=CC(=CC=C1)C(=O)OO (m-Chloroperbenzoic acid), CC1(OC2=C(C(N1)=O)C=C(C=C2)SC2=CC=CC=C2)C (2,2-dimethyl-6-phenylthio-3,4-dihydro-2H-1,3-benzoxazin-4-one), S(=O)([O-])[O-].[Na+].[Na+] (sodium sulfite). Run in ClCCl (dichloromethane). Conditions: time 30 minute. Product: CC1(OC2=C(C(N1)=O)C=C(C=C2)S(=O)(=O)C2=CC=CC=C2)C (2,2-dimethyl-6-phenylsulfonyl-3,4-dihydro-2H-1,3-benzoxazin-4-one). RXN SMILES: Cl[C:2]1[CH:7]=[CH:6][CH:5]=[C:4](C(OO)=O)[CH:3]=1.[CH3:12][C:13]1([CH3:31])[NH:18][C:17](=[O:19])[C:16]2[CH:20]=[C:21](SC3C=CC=CC=3)[CH:22]=[CH:23][C:15]=2[O:14]1.[S:32]([O-:35])([O-])=[O:33].[Na+].[Na+]>ClCCl>[CH3:12][C:13]1([CH3:31])[NH:18][C:17](=[O:19])[C:16]2[CH:20]=[C:21]([S:32]([C:2]3[CH:7]=[CH:6][CH:5]=[CH:4][CH:3]=3)(=[O:35])=[O:33])[CH:22]=[CH:23][C:15]=2[O:14]1 |f:2.3.4|. Procedure: m-Chloroperbenzoic acid (70% purity, 4.64 g) was added with ice-cooling to a solution of 2,2-dimethyl-6-phenylthio-3,4-dihydro-2H-1,3-benzoxazin-4-one (2.24 g) in dichloromethane (50 ml) and the mixture was stirred for 30 minutes. The reaction mixture was poured into an aqueous sodium sulfite solution and the mixture was extracted by addition of ethyl acetate. The organic layer was successively washed with an aqueous sodium carbonate solution and saturated saline solution, dried over anhydrous m... The reactants are OCC(O)CO (glycerol), C(CCCCCCCCCCCCCCCCCCCCCCCCCCC)(=O)O (montanic acid), [Sn] (tin). Run at temperature 210 celsius. Product: C(CCCCCCCCCCCCCCCCCCCCCCCCCCC)(=O)OCC(OC(CCCCCCCCCCCCCCCCCCCCCCCCCCC)=O)CO (Glycerol dimontanate). Reaction SMILES: [OH:1][CH2:2][CH:3]([CH2:5][OH:6])[OH:4].[C:7]([OH:36])(=O)[CH2:8][CH2:9][CH2:10][CH2:11][CH2:12][CH2:13][CH2:14][CH2:15][CH2:16][CH2:17][CH2:18][CH2:19][CH2:20][CH2:21][CH2:22][CH2:23][CH2:24][CH2:25][CH2:26][CH2:27][CH2:28][CH2:29][CH2:30][CH2:31][CH2:32][CH2:33][CH3:34].[Sn]>>[C:7]([O:1][CH2:2][CH:3]([CH2:5][OH:6])[O:4][C:7](=[O:36])[CH2:8][CH2:9][CH2:10][CH2:11][CH2:12][CH2:13][CH2:14][CH2:15][CH2:16][CH2:17][CH2:18][CH2:19][CH2:20][CH2:21][CH2:22][CH2:23][CH2:24][CH2:25][CH2:26][CH2:27][CH2:28][CH2:29][CH2:30][CH2:31][CH2:32][CH2:33][CH3:34])(=[O:36])[CH2:8][CH2:9][CH2:10][CH2:11][CH2:12][CH2:13][CH2:14][CH2:15][CH2:16][CH2:17][CH2:18][CH2:19][CH2:20][CH2:21][CH2:22][CH2:23][CH2:24][CH2:25][CH2:26][CH2:27][CH2:28][CH2:29][CH2:30][CH2:31][CH2:32][CH2:33][CH3:34] |^3:36|. Reported procedure: A three-necked flask equipped with a stirrer, thermometer and descending Liebig condenser was charged with 19 g glycerol (0.207 mole), 165 g montanic acid (0.413 mole; Hoechst-Wachs S) and 0.4 g tin powder. The mixture was heated with stirring to 210° C. with application of a gentle vacuum which was increased to 20 mbar over a period of 1.5 h. Thereafter, the acid value had fallen to approximately 1. The mixture was cooled to 100° C., bleached and filtered. A pale yellow hard wax having a droppi...